This data is from the Open Reaction Database (ORD), a public repository of structured organic reaction records. The task is: describe an organic reaction: reactants, conditions, products, and yield Run in CCOC(=O)C (EtOAc). Yields the product IC1=C(CP(OCC)(OCC)=O)C=CC=C1 (Diethyl 2-iodobenzylphosphonate). Reaction conditions: temperature 160 celsius, time 4 hour. The yield is 38.6%. Starting materials: IC1=C(CBr)C=CC=C1 (2-iodobenzyl bromide), P(OCC)(OCC)OCC (triethyl phosphite). RXN SMILES: [I:1][C:2]1[CH:9]=[CH:8][CH:7]=[CH:6][C:3]=1[CH2:4]Br.[P:10]([O:17]CC)([O:14][CH2:15][CH3:16])[O:11][CH2:12][CH3:13]>CCOC(C)=O>[I:1][C:2]1[CH:9]=[CH:8][CH:7]=[CH:6][C:3]=1[CH2:4][P:10](=[O:17])([O:14][CH2:15][CH3:16])[O:11][CH2:12][CH3:13]. Reported procedure: A mixture of 2-iodobenzyl bromide 10 (5 g, 16.84 mmol) and triethyl phosphite (3.3 g, 20 mmol) was stirred at 160° C. After 4 h, the mixture was cooled to room temperature. The residue was subjected to flash chromatography (EtOAc: Hex, 1:4), and gave 2.3 g of 11 (39%). 1H NMR (200 MHz, CDCl3): δ1.24 (t, J=7.04 Hz, 6H), 3.40 (d, J=22.00 Hz, 2H), 4.03 (m, 4H), 6.91 (m, 1H), 7.32 (m, 1H), 7.44 (m, 1H), 7.82 (m, 1H); 13C NMR (50 MHz, CDCl3): δ 16.27 (J=6.00 Hz), 38.31 (J=137.50 Hz), 62.16 (J=6.70 Hz... Reactants: C(\C=C\C(=O)O)(=O)O (fumaric acid), COC1=C(C=O)C=CC(=C1OC)OC (2,3,4-Trimethoxybenzaldehyde), FC1=CC=C(C(C2=CC=CC=C2)N2CCNCC2)C=C1 (4-fluorobenzhydrylpiperazine), C(=O)O (formic acid). The solvent is C(C)O (ethanol). The product is C(\C=C\C(=O)O)(=O)O.COC1=C(CN2CCN(CC2)C(C2=CC=C(C=C2)F)C2=CC=CC=C2)C=CC(=C1OC)OC (1-(2,3,4-trimethoxybenzyl)-4-(4-fluorobenzhydryl)piperazine fumarate). Isolated yield 32.7%. Reaction SMILES: [CH3:1][O:2][C:3]1[C:10]([O:11][CH3:12])=[C:9]([O:13][CH3:14])[CH:8]=[CH:7][C:4]=1[CH:5]=O.[F:15][C:16]1[CH:34]=[CH:33][C:19]([CH:20]([N:27]2[CH2:32][CH2:31][NH:30][CH2:29][CH2:28]2)[C:21]2[CH:26]=[CH:25][CH:24]=[CH:23][CH:22]=2)=[CH:18][CH:17]=1.C(O)=O.[C:38]([OH:45])(=[O:44])/[CH:39]=[CH:40]/[C:41]([OH:43])=[O:42]>C(O)C>[C:38]([OH:45])(=[O:44])/[CH:39]=[CH:40]/[C:41]([OH:43])=[O:42].[CH3:1][O:2][C:3]1[C:10]([O:11][CH3:12])=[C:9]([O:13][CH3:14])[CH:8]=[CH:7][C:4]=1[CH2:5][N:30]1[CH2:29][CH2:28][N:27]([CH:20]([C:21]2[CH:22]=[CH:23][CH:24]=[CH:25][CH:26]=2)[C:19]2[CH:18]=[CH:17][C:16]([F:15])=[CH:34][CH:33]=2)[CH2:32][CH2:31]1 |f:5.6|. Procedure details: 2,3,4-Trimethoxybenzaldehyde (7.85 g; 40.0 millimoles) and 10.8 g (39.9 millimoles) of 4-fluorobenzhydrylpiperazine (see German OLS 1929330) were melted in an oil bath at 120° C., and 2.3 ml (61.0 millimoles) of formic acid was added dropwise. The mixture was stirred under heat for 1 hour, and allowed to cool to room temperature. Then, 50 ml of an ethanol solution containing 5.0 g (43.1 millimoles) of fumaric acid was added, and the precipitated crystals were collected by filtration. Recrystalli... Reactants: CON, Cc1[nH]c(C(=O)NC2CCN(c3cc(C(=O)O)cc(OCCN(C)C)n3)CC2)c(Cl)c1Cl, Cl. The product is CONC(=O)c1cc(OCCN(C)C)nc(N2CCC(NC(=O)c3[nH]c(C)c(Cl)c3Cl)CC2)c1. Reaction SMILES: [CH3:34][O:35][NH2:36].[Cl:1][c:2]1[c:3]([C:9](=[O:10])[NH:11][CH:12]2[CH2:13][CH2:14][N:15]([c:18]3[cH:19][c:20]([C:21](=[O:22])[OH:23])[cH:24][c:25]([O:27][CH2:28][CH2:29][N:30]([CH3:31])[CH3:32])[n:26]3)[CH2:16][CH2:17]2)[nH:4][c:5]([CH3:8])[c:6]1[Cl:7].[ClH:33]>>[Cl:1][c:2]1[c:3]([C:9](=[O:10])[NH:11][CH:12]2[CH2:13][CH2:14][N:15]([c:18]3[cH:19][c:20]([C:21](=[O:22])[NH:36][O:35][CH3:34])[cH:24][c:25]([O:27][CH2:28][CH2:29][N:30]([CH3:31])[CH3:32])[n:26]3)[CH2:16][CH2:17]2)[nH:4][c:5]([CH3:8])[c:6]1[Cl:7]. Starting materials: O.CO (water methanol), Cl.BrC1=CC(=C(C=C1)S)N (4-bromo-2-aminothiophenol hydrochloride), polyphosphoric acid, BrC1=CC=C(C(=O)O)C=C1 (p-bromobenzoic acid). Solvent: S1(=O)(=O)CCCC1 (sulfolane). Reaction conditions: temperature 70 celsius. The product is BrC1=CC=C(C=C1)C=1SC2=C(N1)C=C(C=C2)Br (2-(4-bromophenyl)-5-bromobenzothiazole). As a reaction SMILES: Cl.[Br:2][C:3]1[CH:8]=[CH:7][C:6]([SH:9])=[C:5]([NH2:10])[CH:4]=1.[Br:11][C:12]1[CH:20]=[CH:19][C:15]([C:16](O)=O)=[CH:14][CH:13]=1.O.CO>S1(CCCC1)(=O)=O>[Br:11][C:12]1[CH:20]=[CH:19][C:15]([C:16]2[S:9][C:6]3[CH:7]=[CH:8][C:3]([Br:2])=[CH:4][C:5]=3[N:10]=2)=[CH:14][CH:13]=1 |f:0.1,3.4|. Procedure: A mixture of 20 g (0.083 mole) of 4-bromo-2-aminothiophenol hydrochloride and 270 g of deoxygenated polyphosphoric acid was heated at 70° C. for 4 hours. To this mixture was added a solution containing 22 g (0.11 mole) of p-bromobenzoic acid dissolved in 109 g of sulfolane. The reaction mixture was slowly heated to 200° C. and maintained at that temperature for 1 hour. After cooling, the reaction mixture was poured into a 1:1 water-methanol solution to precipitate the product. The light tan prec...